Dataset: the Open Reaction Database (ORD), a public repository of structured organic reaction records. Task: describe an organic reaction: reactants, conditions, products, and yield Procedure: 4-[(6,7-Dimethoxy-4-quinazolinyl)oxy]aniline (50 mg) was added to toluene (5 ml), and triethylamine (0.5 ml), and the mixture was heated under reflux to prepare a solution. A solution of triphosgene (77 mg) in methylene chloride was then added thereto, and the mixture was heated under reflux for 10 min. Next, 1-propanol (16 mg) was added thereto, and the mixture was further stirred with heating under reflux for 3 hr. A saturated aqueous sodium bicarbonate solution was added to stop the reaction,... Reaction SMILES: [CH3:1][O:2][C:3]1[CH:4]=[C:5]2[C:10](=[CH:11][C:12]=1[O:13][CH3:14])[N:9]=[CH:8][N:7]=[C:6]2[O:15][C:16]1[CH:22]=[CH:21][C:19]([NH2:20])=[CH:18][CH:17]=1.[C:23]1([CH3:29])C=CC=C[CH:24]=1.ClC(Cl)([O:33][C:34](=O)[O:35]C(Cl)(Cl)Cl)Cl.C(=O)(O)[O-].[Na+]>C(Cl)Cl.C(O)CC.C(N(CC)CC)C>[CH3:1][O:2][C:3]1[CH:4]=[C:5]2[C:10](=[CH:11][C:12]=1[O:13][CH3:14])[N:9]=[CH:8][N:7]=[C:6]2[O:15][C:16]1[CH:22]=[CH:21][C:19]([NH:20][C:34](=[O:33])[O:35][CH2:24][CH2:23][CH3:29])=[CH:18][CH:17]=1 |f:3.4|. Yields the product COC=1C=C2C(=NC=NC2=CC1OC)OC1=CC=C(C=C1)NC(OCCC)=O (Propyl N-{4-[(6,7-dimethoxy-4-quinazolinyl)oxy]phenyl}carbamate). Isolated yield 100.0%. Run in C(C)N(CC)CC (triethylamine), C(Cl)Cl (methylene chloride), C(CC)O (1-propanol). Reactants: COC=1C=C2C(=NC=NC2=CC1OC)OC1=CC=C(N)C=C1 (4-[(6,7-Dimethoxy-4-quinazolinyl)oxy]aniline), C1(=CC=CC=C1)C (toluene), C([O-])(O)=O.[Na+] (sodium bicarbonate), ClC(Cl)(OC(OC(Cl)(Cl)Cl)=O)Cl (triphosgene). The reactants are C(C)(=O)OC(C)=O (Acetic anhydride), ClC=1C=C2C(C(=O)OC2=O)=CC1 (4-chlorophthalic anhydride), NC1=CC=CC=C1 (aniline), N1=CC=CC=C1 (pyridine). The solvent is CC(=O)N(C)C (DMAc). Reaction conditions: temperature 80 celsius, time 4 hour. Product: ClC=1C=C2C(C(=O)N(C2=O)C2=CC=CC=C2)=CC1 (4-Chloro-N-phenylphthalimide). Isolated yield 69.9%. RXN SMILES: [Cl:1][C:2]1[CH:3]=[C:4]2[C:9](=[O:10])[O:8][C:6](=O)[C:5]2=[CH:11][CH:12]=1.[NH2:13][C:14]1[CH:19]=[CH:18][CH:17]=[CH:16][CH:15]=1.N1C=CC=CC=1.C(OC(=O)C)(=O)C>CC(N(C)C)=O>[Cl:1][C:2]1[CH:3]=[C:4]2[C:9](=[O:10])[N:13]([C:14]3[CH:19]=[CH:18][CH:17]=[CH:16][CH:15]=3)[C:6](=[O:8])[C:5]2=[CH:11][CH:12]=1. Procedure: A solution of 4-chlorophthalic anhydride (9.12 g, 500 mmol), aniline (4.65 g, 50 mmol), pyridine (12.01 g, 152 mmol) and DMAc (40 mL) was heated at 70° C. for 1 hour under argon. Acetic anhydride (20.0 g, 196 mmol) was added and the solution was allowed to stir at 80° C. for a total of 4 hours. The reaction mixture was cooled to ca. 5° C. and the crystalline solid removed by filtration, washed with acetone and methanol and dried in vacuo to give 9.0 g (70%) product which was recrystallized from ... Reactants: F/C(/C=C/C(=C/C(=O)OCC)/C)=C(\C)/C=1C=C2C(=CC(OC2=CC1OCCC)(C)C)C(C)C (ethyl (2E,4E,6E)-6-fluoro-7-(4-isopropyl-2,2-dimethyl-7-propoxy-2H-chromen-6-yl)-3-methyl-octa-2,4,6-trienoate), F/C(/C=C/C(=C/C(=O)OCC)/C)=C(\C)/C=1C=C2C(=CC(OC2=CC1OCCC)(C)C)C(C)C (ethyl (2E,4E,6E)-6-fluoro-7-(4-isopropyl-2,2-dimethyl-7-propoxy-2H-chromen-6-yl)-3-methyl-octa-2,4,6-trienoate), [OH-].[Na+] (NaOH). Solvent: C(C)O (ethanol), C1CCOC1 (THF). Product: F/C(/C=C/C(=C/C(=O)O)/C)=C(\C)/C=1C=C2C(=CC(OC2=CC1OCCC)(C)C)C(C)C ((2E,4E,6E) 6-Fluoro-7-(4-isopropyl-2,2-dimethyl-7-propoxy-2H-chromen-6-yl)-3-methyl-octa-2,4,6-trienoic acid). RXN SMILES: [F:1]/[C:2](=[C:13](/[C:15]1[CH:16]=[C:17]2[C:22](=[CH:23][C:24]=1[O:25][CH2:26][CH2:27][CH3:28])[O:21][C:20]([CH3:30])([CH3:29])[CH:19]=[C:18]2[CH:31]([CH3:33])[CH3:32])\[CH3:14])/[CH:3]=[CH:4]/[C:5](/[CH3:12])=[CH:6]/[C:7]([O:9]CC)=[O:8].[OH-].[Na+]>C(O)C.C1COCC1>[F:1]/[C:2](=[C:13](/[C:15]1[CH:16]=[C:17]2[C:22](=[CH:23][C:24]=1[O:25][CH2:26][CH2:27][CH3:28])[O:21][C:20]([CH3:30])([CH3:29])[CH:19]=[C:18]2[CH:31]([CH3:32])[CH3:33])\[CH3:14])/[CH:3]=[CH:4]/[C:5](/[CH3:12])=[CH:6]/[C:7]([OH:9])=[O:8] |f:1.2|. Procedure details: Following General Procedure G, a solution of ethyl (2E,4E,6E)-6-fluoro-7-(4-isopropyl-2,2-dimethyl-7-propoxy-2H-chromen-6-yl)-3-methyl-octa-2,4,6-trienoate (Compound 112, 73 mg, 0.16 mmo) in ethanol and THF was hydrolyzed with NaOH to yield the title compound as a yellow solid after recrystallized from acetonitrile. The reactants are CO, COC(=O)CCCCCNC(=O)c1ccc(C=C(C(=O)NC2CC2)c2ccc(F)cc2)cc1, ClCCl, Cl, [K+], NO, [OH-], O. Yields the product O=C(CCCCCNC(=O)c1ccc(C=C(C(=O)NC2CC2)c2ccc(F)cc2)cc1)NO. Reaction SMILES: [CH3:39][OH:40].[CH:6]1([NH:9][C:10]([C:11](=[CH:12][c:13]2[cH:14][cH:15][c:16]([C:17](=[O:18])[NH:19][CH2:20][CH2:21][CH2:22][CH2:23][CH2:24][C:25](=[O:26])[O:27][CH3:28])[cH:29][cH:30]2)[c:31]2[cH:32][cH:33][c:34]([F:37])[cH:35][cH:36]2)=[O:38])[CH2:7][CH2:8]1.[Cl:41][CH2:42][Cl:43].[ClH:1].[K+:5].[NH2:2][OH:3].[OH-:4].[OH2:44]>>[NH:2]([OH:3])[C:25]([CH2:24][CH2:23][CH2:22][CH2:21][CH2:20][NH:19][C:17]([c:16]1[cH:15][cH:14][c:13]([CH:12]=[C:11]([C:10]([NH:9][CH:6]2[CH2:7][CH2:8]2)=[O:38])[c:31]2[cH:32][cH:33][c:34]([F:37])[cH:35][cH:36]2)[cH:30][cH:29]1)=[O:18])=[O:26].